From a dataset of the Open Reaction Database (ORD), a public repository of structured organic reaction records. describe an organic reaction: reactants, conditions, products, and yield The reactants are ClC=1C=CC(=NC1)NC(=O)C1=C(C=CC(=C1)Cl)NC(=O)C1=CC=C(C=C1)S(=O)(=NC(=O)C1CCNCC1)C (S-[4-(N-{2-[N-(5-chloro(2-pyridyl))carbamoyl]-4-chlorophenyl}carbamoyl)phenyl]-S-methyl-N-(4-piperidinylcarbonyl)sulfoximide), C(C)I (ethyl iodide). Yields the product ClC=1C=CC(=NC1)NC(=O)C1=C(C=CC(=C1)Cl)NC(=O)C1=CC=C(C=C1)S(=O)(=NC(=O)C1CCN(CC1)CC)C (S-[4-(N-{2-[N-(5-chloro(2-pyridyl))carbamoyl]-4-chlorophenyl}carbamoyl)phenyl]-S-methyl-N-(1-Ethyl-piperidine-4-carbonyl)sulfoximide). The yield is 71.0%. As a reaction SMILES: [Cl:1][C:2]1[CH:3]=[CH:4][C:5]([NH:8][C:9]([C:11]2[CH:16]=[C:15]([Cl:17])[CH:14]=[CH:13][C:12]=2[NH:18][C:19]([C:21]2[CH:26]=[CH:25][C:24]([S:27]([CH3:38])(=[N:29][C:30]([CH:32]3[CH2:37][CH2:36][NH:35][CH2:34][CH2:33]3)=[O:31])=[O:28])=[CH:23][CH:22]=2)=[O:20])=[O:10])=[N:6][CH:7]=1.[CH2:39](I)[CH3:40]>>[Cl:1][C:2]1[CH:3]=[CH:4][C:5]([NH:8][C:9]([C:11]2[CH:16]=[C:15]([Cl:17])[CH:14]=[CH:13][C:12]=2[NH:18][C:19]([C:21]2[CH:22]=[CH:23][C:24]([S:27]([CH3:38])(=[N:29][C:30]([CH:32]3[CH2:37][CH2:36][N:35]([CH2:39][CH3:40])[CH2:34][CH2:33]3)=[O:31])=[O:28])=[CH:25][CH:26]=2)=[O:20])=[O:10])=[N:6][CH:7]=1. Procedure: Product of Example 25 was ethylated using standard N-alkylating procedure with ethyl iodide to give titled compound in 71% yield. The reactants are CC(=O)O[BH-](OC(C)=O)OC(C)=O, CNCCc1ccc2[nH]c(C)c(C(=O)OCc3ccccc3)c2c1, CC(=O)O, CC(Cl)Cl, [Na+], O=C1CCOCC1. Yields the product Cc1[nH]c2ccc(CCN(C)C3CCOCC3)cc2c1C(=O)OCc1ccccc1. Reaction SMILES: [C:32]([O:33][BH-:34]([O:35][C:36](=[O:37])[CH3:38])[O:39][C:40](=[O:41])[CH3:42])(=[O:43])[CH3:44].[CH2:1]([c:2]1[cH:3][cH:4][cH:5][cH:6][cH:7]1)[O:8][C:9](=[O:10])[c:11]1[c:12]([CH3:24])[nH:13][c:14]2[cH:15][cH:16][c:17]([CH2:20][CH2:21][NH:22][CH3:23])[cH:18][c:19]12.[CH3:46][C:47](=[O:48])[OH:49].[Cl:50][CH:51]([Cl:52])[CH3:53].[Na+:45].[O:25]1[CH2:26][CH2:27][C:28](=[O:31])[CH2:29][CH2:30]1>>[CH2:1]([c:2]1[cH:3][cH:4][cH:5][cH:6][cH:7]1)[O:8][C:9](=[O:10])[c:11]1[c:12]([CH3:24])[nH:13][c:14]2[cH:15][cH:16][c:17]([CH2:20][CH2:21][N:22]([CH3:23])[CH:28]3[CH2:27][CH2:26][O:25][CH2:30][CH2:29]3)[cH:18][c:19]12.